From a dataset of the Open Reaction Database (ORD), a public repository of structured organic reaction records. describe an organic reaction: reactants, conditions, products, and yield Starting materials: O (water), C(C1=CC=CC=C1)N1C(=O)NC(=O)C(C1=O)C1=CC=CC=C1 (1-benzyl-5-phenylbarbituric acid). Run in CC(=O)C (acetone). The product is C(C1=CC=CC=C1)N1C(=O)NC(=O)C(C1=O)C1=CC=CC=C1.CC(=O)C (BPBA acetone). As a reaction SMILES: [OH2:1].[CH2:2]([N:9]1[C:16](=[O:17])[CH:15]([C:18]2[CH:23]=[CH:22][CH:21]=[CH:20][CH:19]=2)[C:13](=[O:14])[NH:12][C:10]1=[O:11])[C:3]1[CH:8]=[CH:7][CH:6]=[CH:5][CH:4]=1>CC(C)=O>[CH2:2]([N:9]1[C:16](=[O:17])[CH:15]([C:18]2[CH:23]=[CH:22][CH:21]=[CH:20][CH:19]=2)[C:13](=[O:14])[NH:12][C:10]1=[O:11])[C:3]1[CH:4]=[CH:5][CH:6]=[CH:7][CH:8]=1.[CH3:18][C:15]([CH3:16])=[O:1] |f:3.4|. Reported procedure: Separately, 40 g of distilled water and 6 g of acetone were added to a 200 mL beaker, and 17.29 g of 1-benzyl-5-phenylbarbituric acid (BPBA)(58.74 mmol) was added thereto and the mixture was dispersed homogeneously to obtain an aqueous BPBA/acetone solution.